Dataset: the Open Reaction Database (ORD), a public repository of structured organic reaction records. Task: describe an organic reaction: reactants, conditions, products, and yield Starting materials: O=C([O-])O, O=S(=O)(Cl)c1ccc(I)cc1, [Na+], [Na+], [Na+], O, O=S([O-])[O-]. Yields the product O=S([O-])c1ccc(I)cc1, [Na+]. Reaction SMILES: [C:12](=[O:13])([OH:14])[O-:15].[I:1][c:2]1[cH:3][cH:4][c:5]([S:8](=[O:9])(=[O:10])[Cl:11])[cH:6][cH:7]1.[Na+:16].[Na+:21].[Na+:22].[OH2:23].[S:17]([O-:18])([O-:19])=[O:20]>>[I:1][c:2]1[cH:3][cH:4][c:5]([S:8](=[O:9])[O-:10])[cH:6][cH:7]1.[Na+:16]. The reactants are IC1=C(C=NN1)C1=NC(=NC=C1)SC (4-(5-iodo-1H-pyrazol-4-yl)-2-(methylthio)pyrimidine), BrC(C(=O)OC)(C)C (methyl 2-bromo-2-methylpropanoate), C([O-])([O-])=O.[K+].[K+] (potassium carbonate). The solvent is CN(C)C=O (DMF). Run at temperature 80 celsius, time 18 hour. Product: IC1=NN(C=C1C1=NC(=NC=C1)SC)C(C(=O)OC)(C)C (methyl 2-(3-iodo-4-(2-(methylthio)pyrimidin-4-yl)-1H-pyrazol-1-yl)-2-methylpropanoate). As a reaction SMILES: [I:1][C:2]1[NH:6][N:5]=[CH:4][C:3]=1[C:7]1[CH:12]=[CH:11][N:10]=[C:9]([S:13][CH3:14])[N:8]=1.Br[C:16]([CH3:22])([CH3:21])[C:17]([O:19][CH3:20])=[O:18].C(=O)([O-])[O-].[K+].[K+]>CN(C=O)C>[I:1][C:2]1[C:3]([C:7]2[CH:12]=[CH:11][N:10]=[C:9]([S:13][CH3:14])[N:8]=2)=[CH:4][N:5]([C:16]([CH3:22])([CH3:21])[C:17]([O:19][CH3:20])=[O:18])[N:6]=1 |f:2.3.4|. Procedure details: To a mixture compound A (60 g, 0.19 mol) and methyl 2-bromo-2-methylpropanoate (102 g, 0.57 mol) in DMF (400 mL) was added freshly ground potassium carbonate (65 g, 0.47 mol) in one portion. The reaction mixture was stirred at 80° C. for 18 hours. LC-MS indicated the reaction was complete. The reaction mixture was filtered and the filtrate was partitioned between ethyl acetate (1200 mL) and brine (300 mL). The aqueous layer was extracted with EtOAc (2×500 mL). The combined organic layers were wa... Starting materials: O (H2O), Cl.NC1(CC1)C(=O)OCC (ethyl 1-aminocyclopropanecarboxylate hydrochloride), BrCC(=O)C1=CC=CC=C1 (2-bromoacetophenone), C(=O)(O)[O-].[Na+] (NaHCO3). The solvent is CN(C)C=O (DMF). Reaction conditions: time 18 hour. Yields the product O=C(CNC1(CC1)C(=O)OCC)C1=CC=CC=C1 (Ethyl 1-[(2-oxo-2-phenylethyl)amino]cyclopropanecarboxylate). RXN SMILES: Cl.[NH2:2][C:3]1([C:6]([O:8][CH2:9][CH3:10])=[O:7])[CH2:5][CH2:4]1.Br[CH2:12][C:13]([C:15]1[CH:20]=[CH:19][CH:18]=[CH:17][CH:16]=1)=[O:14].C([O-])(O)=O.[Na+].O>CN(C=O)C>[O:14]=[C:13]([C:15]1[CH:20]=[CH:19][CH:18]=[CH:17][CH:16]=1)[CH2:12][NH:2][C:3]1([C:6]([O:8][CH2:9][CH3:10])=[O:7])[CH2:5][CH2:4]1 |f:0.1,3.4|. Reported procedure: A mixture of ethyl 1-aminocyclopropanecarboxylate hydrochloride (1.0 g, 7.74 mmol), 2-bromoacetophenone (3.08 g, 15.5 mmol), and NaHCO3 (1.30 g, 15.5 mmol) in DMF (20 mL) was stirred at ambient temperature for 18 h. H2O (20 mL) was added and the mixture was extracted with EtOAc (2×75 mL). The combined organic layers were dried over Na2SO4, filtered, and concentrated in vacuo. The crude product was purified by HPLC using a reversed phase C18 column and eluting with a gradient of H2O:CH3CN:CF3CO2H... Starting materials: CC(=O)O, C1CCOC1, CC1(O)C2CC3CC1CC(c1ccccc1)(C3)C2, [O-]Cl, [K+], [Na+], [OH-]. Yields the product CC(=O)C12CC3CC1CC(c1ccccc1)(C3)C2. As a reaction SMILES: [C:24]([OH:25])(=[O:26])[CH3:27].[CH2:28]1[O:29][CH2:30][CH2:31][CH2:32]1.[CH3:1][C:2]1([OH:18])[CH:3]2[CH2:4][CH:5]3[CH2:6][C:7]([c:12]4[cH:13][cH:14][cH:15][cH:16][cH:17]4)([CH2:8][CH:9]1[CH2:10]3)[CH2:11]2.[Cl:19][O-:20].[K+:23].[Na+:21].[OH-:22]>>[CH3:1][C:2]([C:3]12[CH2:4][CH:5]3[CH2:6][C:7]([c:12]4[cH:13][cH:14][cH:15][cH:16][cH:17]4)([CH2:8][CH:9]1[CH2:10]3)[CH2:11]2)=[O:18].